Dataset: the Open Reaction Database (ORD), a public repository of structured organic reaction records. Task: describe an organic reaction: reactants, conditions, products, and yield Starting materials: BrCC=1N=C(OC1SC1=NC=C(C=C1)Cl)C1=CC=C(C=C1)F (2-{[4-(bromomethyl)-2-(4-fluorophenyl)-1,3-oxazol-5-yl]sulfanyl}-5-chloropyridine), BrCC=1N=C(OC1SC1=NC=C(C=C1)Cl)C1=CC=C(C=C1)F (2-{[4-(bromomethyl)-2-(4-fluorophenyl)-1,3-oxazol-5-yl]sulfanyl}-5-chloropyridine), CNC1=CC=C(C(=O)OC)C=C1 (methyl 4-methylaminobenzoate), C(=O)([O-])[O-].[K+].[K+] (K2CO3). The solvent is CN(C)C=O (DMF). Yields the product ClC=1C=CC(=NC1)SC1=C(N=C(O1)C1=CC=C(C=C1)F)CN(C1=CC=C(C(=O)OC)C=C1)C (methyl 4-[({5-[(5-chloropyridin-2-yl)sulfanyl]-2-(4-fluorophenyl)-1,3-oxazol-4-yl}methyl)(methyl)amino]benzoate). As a reaction SMILES: Br[CH2:2][C:3]1[N:4]=[C:5]([C:16]2[CH:21]=[CH:20][C:19]([F:22])=[CH:18][CH:17]=2)[O:6][C:7]=1[S:8][C:9]1[CH:14]=[CH:13][C:12]([Cl:15])=[CH:11][N:10]=1.[CH3:23][NH:24][C:25]1[CH:34]=[CH:33][C:28]([C:29]([O:31][CH3:32])=[O:30])=[CH:27][CH:26]=1.C([O-])([O-])=O.[K+].[K+]>CN(C=O)C>[Cl:15][C:12]1[CH:13]=[CH:14][C:9]([S:8][C:7]2[O:6][C:5]([C:16]3[CH:21]=[CH:20][C:19]([F:22])=[CH:18][CH:17]=3)=[N:4][C:3]=2[CH2:2][N:24]([CH3:23])[C:25]2[CH:26]=[CH:27][C:28]([C:29]([O:31][CH3:32])=[O:30])=[CH:33][CH:34]=2)=[N:10][CH:11]=1 |f:2.3.4|. Procedure details: A solution of 2-{[4-(bromomethyl)-2-(4-fluorophenyl)-1,3-oxazol-5-yl]sulfanyl}-5-chloropyridine (intermediate B3.1, 0.03 g, 0.075 mmol), methyl 4-methylaminobenzoate (0.013 g, 0.08 mmol) and K2CO3 (0.03 g, 0.225 mmol) in DMF was heated at 65° C. for 2 hr, filtered and purified by reverse phase HPLC to give methyl 4-[({5-[(5-chloropyridin-2-yl)sulfanyl]-2-(4-fluorophenyl)-1,3-oxazol-4-yl}methyl)(methyl)amino]benzoate. 1H NMR (400 MHz, CDCl3) δ 8.31 (d, J=2.5 Hz, 1H), 8.03 (m, 2H), 7.72 (d, J=9.2 ... Starting materials: COC(C)n1ccc2ccccc21, CCOCC, O=C(Cl)C(=O)Cl. The product is COC(C)n1cc(C(=O)C(=O)Cl)c2ccccc21. As a reaction SMILES: [CH3:1][O:2][CH:3]([CH3:4])[n:5]1[cH:6][cH:7][c:8]2[cH:9][cH:10][cH:11][cH:12][c:13]12.[CH3:20][CH2:21][O:22][CH2:23][CH3:24].[Cl:14][C:15](=[O:16])[C:17](=[O:18])[Cl:19]>>[CH3:1][O:2][CH:3]([CH3:4])[n:5]1[cH:6][c:7]([C:17]([C:15]([Cl:14])=[O:16])=[O:18])[c:8]2[cH:9][cH:10][cH:11][cH:12][c:13]12. Reactants: BrC1=NC=CC=C1C1COC2=C3N1C(NC3=CC=C2)=O (4-(2-bromopyridin-3-yl)-4,5-dihydroimidazo[1,5,4-de][1,4]benzoxazin-2(1H)-one), CN(C=O)C (N,N-dimethylformamide), crude product. The reagents and catalysts are [C-]#N.[Zn+2].[C-]#N (zinc cyanide), C=1C=CC(=CC1)[P](C=2C=CC=CC2)(C=3C=CC=CC3)[Pd]([P](C=4C=CC=CC4)(C=5C=CC=CC5)C=6C=CC=CC6)([P](C=7C=CC=CC7)(C=8C=CC=CC8)C=9C=CC=CC9)[P](C=1C=CC=CC1)(C=1C=CC=CC1)C=1C=CC=CC1 (tetrakis(triphenylphosphine)palladium(0)). The solvent is C(C)(=O)OCC (ethyl acetate), hexanes. Reaction conditions: temperature 160 celsius. Yields the product O=C1NC2=CC=CC3=C2N1C(CO3)C=3C(=NC=CC3)C#N (3-(2-Oxo-1,2,4,5-tetrahydroimidazo[1,5,4-de][1,4]benzoxazin-4-yl)pyridine-2-carbonitrile). Reaction SMILES: Br[C:2]1[C:7]([CH:8]2[N:13]3[C:14](=[O:20])[NH:15][C:16]4=[CH:17][CH:18]=[CH:19][C:11](=[C:12]34)[O:10][CH2:9]2)=[CH:6][CH:5]=[CH:4][N:3]=1.[CH3:21][N:22](C)C=O>C(OCC)(=O)C.[C-]#N.[Zn+2].[C-]#N.C1C=CC([P]([Pd]([P](C2C=CC=CC=2)(C2C=CC=CC=2)C2C=CC=CC=2)([P](C2C=CC=CC=2)(C2C=CC=CC=2)C2C=CC=CC=2)[P](C2C=CC=CC=2)(C2C=CC=CC=2)C2C=CC=CC=2)(C2C=CC=CC=2)C2C=CC=CC=2)=CC=1>[O:20]=[C:14]1[N:13]2[CH:8]([C:7]3[C:2]([C:21]#[N:22])=[N:3][CH:4]=[CH:5][CH:6]=3)[CH2:9][O:10][C:11]3=[C:12]2[C:16](=[CH:17][CH:18]=[CH:19]3)[NH:15]1 |f:3.4.5,^1:40,42,61,80|. Reported procedure: A suspension of 4-(2-bromopyridin-3-yl)-4,5-dihydroimidazo[1,5,4-de][1,4]benzoxazin-2(1H)-one (964 mg, 2.90 mmol), zinc cyanide (1.00 g, 8.70 mmol) and tetrakis(triphenylphosphine)palladium(0) (335 mg, 0.290 mmol) in N,N-dimethylformamide (20.4 mL) was degassed and heated in a microwave at 160° C. for 20 min. The reaction mixture was diluted with ethyl acetate and washed with saturated aqueous sodium bicarbonate, water and brine, dried over magnesium sulfate, filtered, and concentrated to give t... Reactants: Cc1cc(NC(=O)OC(C)(C)C)c(NC(=O)CC(=O)c2cccc(-c3ccnnc3)c2)cc1Cl, ClCCl, O=C(O)C(F)(F)F. Product: Cc1cc2c(cc1Cl)NC(=O)CC(c1cccc(-c3ccnnc3)c1)=N2. As a reaction SMILES: [C:1]([O:2][C:3](=[O:4])[NH:7][c:8]1[c:9]([NH:16][C:17]([CH2:18][C:19](=[O:5])[c:20]2[cH:21][c:22](-[c:26]3[cH:27][n:28][n:29][cH:30][cH:31]3)[cH:23][cH:24][cH:25]2)=[O:33])[cH:10][c:11]([Cl:15])[c:12]([CH3:14])[cH:13]1)([CH3:6])([CH3:32])[CH3:34].[Cl:42][CH2:43][Cl:44].[F:35][C:36]([F:37])([F:38])[C:39]([OH:40])=[O:41]>>[N:7]1=[C:19]([c:20]2[cH:21][c:22](-[c:26]3[cH:27][n:28][n:29][cH:30][cH:31]3)[cH:23][cH:24][cH:25]2)[CH2:18][C:17](=[O:33])[NH:16][c:9]2[c:8]1[cH:13][c:12]([CH3:14])[c:11]([Cl:15])[cH:10]2. Starting materials: BrC1=CN=C2N1C=CC(=C2F)C(C)(C)O[Si](CC)(CC)CC (3-Bromo-8-fluoro-7-[2-(triethylsilyloxy)prop-2-yl]imidazo[1,2-α]pyridine), FC1=C(C=C(C=C1)B(O)O)C=1C=NC=CC1 (4-fluoro-3-(pyridin-3-yl)phenylboronic acid). RXN SMILES: Br[C:2]1[N:6]2[CH:7]=[CH:8][C:9]([C:12]([O:15][Si](CC)(CC)CC)([CH3:14])[CH3:13])=[C:10]([F:11])[C:5]2=[N:4][CH:3]=1.[F:23][C:24]1[CH:29]=[CH:28][C:27](B(O)O)=[CH:26][C:25]=1[C:33]1[CH:34]=[N:35][CH:36]=[CH:37][CH:38]=1>Cl>[F:11][C:10]1[C:5]2[N:6]([C:2]([C:27]3[CH:28]=[CH:29][C:24]([F:23])=[C:25]([C:33]4[CH:34]=[N:35][CH:36]=[CH:37][CH:38]=4)[CH:26]=3)=[CH:3][N:4]=2)[CH:7]=[CH:8][C:9]=1[C:12]([OH:15])([CH3:13])[CH3:14]. Product: FC=1C=2N(C=CC1C(C)(C)O)C(=CN2)C2=CC(=C(C=C2)F)C=2C=NC=CC2 (2-[8-Fluoro-3-[4-fluoro-3-(pyridin-3-yl)phenyl]imidazo[1,2-α]-pyridin-7-yl]propan-2-ol). Procedure: 3-Bromo-8-fluoro-7-[2-(triethylsilyloxy)prop-2-yl]imidazo[1,2-α]pyridine was coupled with 4-fluoro-3-(pyridin-3-yl)phenylboronic acid as described in Example 1 and then deprotected by treatment with an ethanolic solution of 37% hydrochloric acid (5 drops in 2 ml of ethanol). After 18 h, the solution was concentrated in vacuo and purified by column chromatography on silica, to afford the title compound as a white amorphous solid: δH (360 MHz, CDCl3) 1.74 (6H, s), 7.20 (1H, t, J 7.0), 7.26-7.44 (2... Reagents/catalysts: Cl (hydrochloric acid). Conditions: time 18 hour. Reactants: CNC=1N(C2=CC=C(C=C2C1)C)C (N,1,5-trimethyl-1H-indole-2-amine), BrC1=CC=C(C=C1)C(C(=O)OCC)=CO (ethyl 2-(4-bromophenyl)-3-hydroxy-2-propenoate). Yields the product BrC1=CC=C(C=C1)C1=CC2=C(NC3=CC=C(C=C23)C)N(C1=O)C (3-(4-Bromophenyl)-1,6-dimethyl-1,9-dihydro-2H-pyrido[2,3-b]indol-2-one). As a reaction SMILES: [CH3:1][NH:2][C:3]1[N:4](C)[C:5]2[C:10]([CH:11]=1)=[CH:9][C:8]([CH3:12])=[CH:7][CH:6]=2.[Br:14][C:15]1[CH:20]=[CH:19][C:18]([C:21](=[CH:27]O)[C:22](OCC)=[O:23])=[CH:17][CH:16]=1>>[Br:14][C:15]1[CH:16]=[CH:17][C:18]([C:21]2[C:22](=[O:23])[N:2]([CH3:1])[C:3]3[NH:4][C:5]4[C:10]([C:11]=3[CH:27]=2)=[CH:9][C:8]([CH3:12])=[CH:7][CH:6]=4)=[CH:19][CH:20]=1. Procedure details: This compound is prepared according to the usual methods by reaction of N,1,5-trimethyl-1H-indole-2-amine with ethyl 2-(4-bromophenyl)-3-hydroxy-2-propenoate. Reactants: CC(=O)CC(=O)O (diacetate), CC1=NC=2CCC(CC2C(=N1)N1CCOC2=C(C1)C=C(C=C2)B(O)O)(C)C ([4-(2,6,6-trimethyl-5,6,7,8-tetrahydroquinazolin-4-yl)-2,3,4,5-tetrahydro-1,4-benzoxazepin-7-yl]boronic acid), NC1=NC=C(C=C1S(=O)(=O)NCC1CCN(CC1)C)Br (2-amino-5-bromo-N-((1-methylpiperidin-4-yl)methyl)pyridine-3-sulfonamide). Product: NC1=NC=C(C=C1S(=O)(=O)NCC1CCN(CC1)C)C=1C=CC2=C(CN(CCO2)C2=NC(=NC=3CCC(CC23)(C)C)C)C1 (2-amino-N-[(1-methylpiperidin-4-yl)methyl]-5-[4-(2,6,6-trimethyl-5,6,7,8-tetrahydroquinazolin-4-yl)-2,3,4,5-tetrahydro-1,4-benzoxazepin-7-yl]pyridine-3-sulfonamide). Reaction SMILES: CC(CC(O)=O)=O.[CH3:8][C:9]1[N:18]=[C:17]([N:19]2[CH2:25][C:24]3[CH:26]=[C:27](B(O)O)[CH:28]=[CH:29][C:23]=3[O:22][CH2:21][CH2:20]2)[C:16]2[CH2:15][C:14]([CH3:34])([CH3:33])[CH2:13][CH2:12][C:11]=2[N:10]=1.[NH2:35][C:36]1[C:41]([S:42]([NH:45][CH2:46][CH:47]2[CH2:52][CH2:51][N:50]([CH3:53])[CH2:49][CH2:48]2)(=[O:44])=[O:43])=[CH:40][C:39](Br)=[CH:38][N:37]=1>>[NH2:35][C:36]1[C:41]([S:42]([NH:45][CH2:46][CH:47]2[CH2:48][CH2:49][N:50]([CH3:53])[CH2:51][CH2:52]2)(=[O:44])=[O:43])=[CH:40][C:39]([C:27]2[CH:28]=[CH:29][C:23]3[O:22][CH2:21][CH2:20][N:19]([C:17]4[C:16]5[CH2:15][C:14]([CH3:34])([CH3:33])[CH2:13][CH2:12][C:11]=5[N:10]=[C:9]([CH3:8])[N:18]=4)[CH2:25][C:24]=3[CH:26]=2)=[CH:38][N:37]=1. Reported procedure: Prepared as a diacetate salt according to the method of example 5 by using [4-(2,6,6-trimethyl-5,6,7,8-tetrahydroquinazolin-4-yl)-2,3,4,5-tetrahydro-1,4-benzoxazepin-7-yl]boronic acid (reagent preparation 23) and 2-amino-5-bromo-N-((1-methylpiperidin-4-yl)methyl)pyridine-3-sulfonamide (reagent preparation 25) in step 1. 1H NMR (400 MHz, DMSO-d6) δ 8.51 (d, 1H), 8.05 (d, 1H), 7.60 (d, 1H), 7.45 (dd, 1H), 7.03 (d, 1H), 6.67 (br s, 2H), 4.57 (s, 2H), 4.30-4.24 (m, 2H), 3.86-3.79 (m, 2H), 2.70-2.61 ... Starting materials: [Cl-].[NH4+] (ammonium chloride), CO (methanol), resultant solution, ClC1=C(C=CC(=C1)SC1=CC(=CC=C1)C(F)(F)F)CCCC(C(=O)O)(C)C(=O)OCC ((±)-5-[2-chloro-4-(3-trifluoromethylphenylthio)phenyl]-2-ethoxycarbonyl-2-methylpentanoic acid), C1(=CC=CC=C1)P(=O)(C1=CC=CC=C1)N=[N+]=[N-] (diphenylphosphoryl azide), C[O-].[Na+] (sodium methoxide), resultant solution, resultant solution. Solvent: C1=CC=CC=C1 (benzene), C(C)N(CC)CC (triethylamine). Product: ClC1=C(C=CC(=C1)SC1=CC(=CC=C1)C(F)(F)F)CCCC(C(=O)OCC)(C)NC(=O)OC (Ethyl(±)-5-[2-chloro-4-(3-trifluoromethylphenylthio)phenyl]-2-methoxycarbonylamino-2-methylpentanoate). RXN SMILES: [Cl:1][C:2]1[CH:7]=[C:6]([S:8][C:9]2[CH:14]=[CH:13][CH:12]=[C:11]([C:15]([F:18])([F:17])[F:16])[CH:10]=2)[CH:5]=[CH:4][C:3]=1[CH2:19][CH2:20][CH2:21][C:22]([C:27]([O:29][CH2:30][CH3:31])=[O:28])([CH3:26])C(O)=O.C1(P(N=[N+]=[N-])(C2C=CC=CC=2)=O)C=CC=CC=1.[CH3:49][O-:50].[Na+].[Cl-].[NH4+:53].[CH3:54][OH:55]>C1C=CC=CC=1.C(N(CC)CC)C>[Cl:1][C:2]1[CH:7]=[C:6]([S:8][C:9]2[CH:14]=[CH:13][CH:12]=[C:11]([C:15]([F:16])([F:18])[F:17])[CH:10]=2)[CH:5]=[CH:4][C:3]=1[CH2:19][CH2:20][CH2:21][C:22]([NH:53][C:49]([O:55][CH3:54])=[O:50])([CH3:26])[C:27]([O:29][CH2:30][CH3:31])=[O:28] |f:2.3,4.5|. Procedure details: To a solution of the compound of Example 39 (15.8 g) in benzene (166 mL) was added diphenylphosphoryl azide (7.86 mL) and triethylamine (6.01 mL), and the resultant solution was heated to reflux for 1.5 hours. The temperature of the reaction solution was returned to room temperature, and methanol (20 mL) was added dropwise over 20 minutes. The resultant solution was heated to reflux for 30 minutes, and then further sodium methoxide (3.58 g) was added. The resultant solution was heated to reflux ... The reactants are COc1ccccc1C(OC(C)=O)c1ccc(C2=NC(C)(C)CO2)cc1, C, CO, O=C[O-], [NH4+], [Pd]. The product is COc1ccccc1Cc1ccc(C2=NC(C)(C)CO2)cc1. RXN SMILES: [C:1]([O:2][CH:5]([c:6]1[c:7]([O:12][CH3:13])[cH:8][cH:9][cH:10][cH:11]1)[c:14]1[cH:15][cH:16][c:17]([C:20]2=[N:24][C:23]([CH3:25])([CH3:26])[CH2:22][O:21]2)[cH:18][cH:19]1)(=[O:3])[CH3:4].[C:33].[CH3:31][OH:32].[CH:27]([O-:28])=[O:29].[NH4+:30].[Pd:34]>>[CH2:5]([c:6]1[c:7]([O:12][CH3:13])[cH:8][cH:9][cH:10][cH:11]1)[c:14]1[cH:15][cH:16][c:17]([C:20]2=[N:24][C:23]([CH3:25])([CH3:26])[CH2:22][O:21]2)[cH:18][cH:19]1. Starting materials: FC(C(=O)O)(F)F (Trifluoroacetic acid), C(C)(C)(C)OC(=O)NN(C(=O)C1[C@@H]2CC[C@](C1=O)(C2(C)C)C)C2=C(C=C(C=C2)F)Cl (N′-(2-chloro-4-fluoro-phenyl)-N′-((1S,4S)-4,7,7-trimethyl-3-oxo-bicyclo[2.2.1]heptane-2-carbonyl)-hydrazinecarboxylic acid tert-butyl ester). The solvent is ClCCl (dichloromethane). Run at temperature 0 celsius, time 5 minute. Yields the product ClC1=C(C=CC(=C1)F)N1NC=2[C@]3(CC[C@@H](C2C1=O)C3(C)C)C ((4R,7S)-2-(2-chloro-4-fluoro-phenyl)-7,8,8-trimethyl-1,2,4,5,6,7-hexahydro-4,7-methano-indazol-3-one). RXN SMILES: FC(F)(F)C(O)=O.C(OC([NH:15][N:16]([C:30]1[CH:35]=[CH:34][C:33]([F:36])=[CH:32][C:31]=1[Cl:37])[C:17]([CH:19]1[C:24](=O)[C@:23]2([CH3:29])[C:26]([CH3:28])([CH3:27])[C@H:20]1[CH2:21][CH2:22]2)=[O:18])=O)(C)(C)C>ClCCl>[Cl:37][C:31]1[CH:32]=[C:33]([F:36])[CH:34]=[CH:35][C:30]=1[N:16]1[C:17](=[O:18])[C:19]2[C@H:20]3[C:26]([CH3:27])([CH3:28])[C@:23]([CH3:29])([CH2:22][CH2:21]3)[C:24]=2[NH:15]1. Procedure details: Trifluoroacetic acid (15 mL) was added in two portions to a cooled (0° C.) solution of N′-(2-chloro-4-fluoro-phenyl)-N′-((1S,4S)-4,7,7-trimethyl-3-oxo-bicyclo[2.2.1]heptane-2-carbonyl)-hydrazinecarboxylic acid tert-butyl ester (˜7.2 mmol) in dichloromethane (15 mL). The reaction mixture was stirred at 0° C. for 5 min and then at room temperature for 2 h. The reaction mixture was evaporated (using high vacuum in the end). Dichloromethane (100 mL) was added to the residue and the solution was wash...